From a dataset of the Open Reaction Database (ORD), a public repository of structured organic reaction records. describe an organic reaction: reactants, conditions, products, and yield Reactants: ClC1=CC=CC=2NC(=NC21)NC(C)C (4-Chloro-2-(isopropylamino)-1H-benzimidazole), C(C)(=O)OC1[C@@H](OC(C)=O)[C@@H](OC(C)=O)[C@@H](O1)COC(C)=O (1,2,3,5-tetra-O-acetyl-L-ribofuranose), C/C(=N\[Si](C)(C)C)/O[Si](C)(C)C (N,O-bis(trimethylsilyl)acetamide), FC(S(=O)(=O)O[Si](C)(C)C)(F)F (trimethylsilyl trifluoromethanesulfonate). The solvent is ClCCCl (1,2-dichloroethane). Yields the product ClC1=CC=CC=2N(C(=NC21)NC(C)C)[C@@H]2[C@@H](OC(C)=O)[C@@H](OC(C)=O)[C@@H](O2)COC(C)=O (4-Chloro-2-(isopropylamino)-1-(2,3,5-tri-O-acetyl-beta-L-ribofuranosyl)-1H-benzimidazole). Yield: 46.8%. Reaction SMILES: [Cl:1][C:2]1[C:10]2[N:9]=[C:8]([NH:11][CH:12]([CH3:14])[CH3:13])[NH:7][C:6]=2[CH:5]=[CH:4][CH:3]=1.C/C(/O[Si](C)(C)C)=N\[Si](C)(C)C.FC(F)(F)S(O[Si](C)(C)C)(=O)=O.C(O[CH:43]1[O:55][C@@H:54]([CH2:56][O:57][C:58](=[O:60])[CH3:59])[C@H:49]([O:50][C:51](=[O:53])[CH3:52])[C@@H:44]1[O:45][C:46](=[O:48])[CH3:47])(=O)C>ClCCCl>[Cl:1][C:2]1[C:10]2[N:9]=[C:8]([NH:11][CH:12]([CH3:14])[CH3:13])[N:7]([C@H:43]3[O:55][C@@H:54]([CH2:56][O:57][C:58](=[O:60])[CH3:59])[C@H:49]([O:50][C:51](=[O:53])[CH3:52])[C@@H:44]3[O:45][C:46](=[O:48])[CH3:47])[C:6]=2[CH:5]=[CH:4][CH:3]=1. Procedure details: 4-Chloro-2-(isopropylamino)-1H-benzimidazole (2.24 g, 10.68 mmol), N,O-bis(trimethylsilyl)acetamide (3.00 mL, 2.47g, 12.14 mmol), trimethylsilyl trifluoromethanesulfonate (1.2 mL, 1.42 g, 6.00 mmol), 1,2,3,5-tetra-O-acetyl-L-ribofuranose (4.46 g, 14.01 mmol) and 1,2-dichloroethane (35 mL) were used according to general procedure II. The product was purified by silica gel chromatography using 95:5 dichloromethane/acetonitrile to afford 2.34 g (47%) of an off-white foam MS (EI): m/z 468.2 (M+H).